describe an organic reaction: reactants, conditions, products, and yield From a dataset of the Open Reaction Database (ORD), a public repository of structured organic reaction records. The reactants are COC1=NC(=C(C=C1C(CN)O)CC)C (2-methoxy-3-(2-amino-1-(R/S)hydroxyethyl)-5-ethyl-6-methylpyridine), C(=O)(OCC)N1C(C=2C(C1=O)=CC=CC2)=O (N-(carbethoxy)-phthalimide). Run in C(C)O (ethanol). Run at time 6 hour. The product is COC1=NC(=C(C=C1C(CN1C(C=2C(C1=O)=CC=CC2)=O)O)CC)C (2-methoxy-3-(2-phthalimido-1-(R/S)-hydroxyethyl)-5-ethyl-6-methylpyridine). The yield is 14.9%. As a reaction SMILES: [CH3:1][O:2][C:3]1[C:8]([CH:9]([OH:12])[CH2:10][NH2:11])=[CH:7][C:6]([CH2:13][CH3:14])=[C:5]([CH3:15])[N:4]=1.C(N1[C:25](=[O:26])[C:24]2=[CH:27][CH:28]=[CH:29][CH:30]=[C:23]2[C:22]1=[O:31])(OCC)=O>C(O)C>[CH3:1][O:2][C:3]1[C:8]([CH:9]([OH:12])[CH2:10][N:11]2[C:25](=[O:26])[C:24]3=[CH:27][CH:28]=[CH:29][CH:30]=[C:23]3[C:22]2=[O:31])=[CH:7][C:6]([CH2:13][CH3:14])=[C:5]([CH3:15])[N:4]=1. Reported procedure: To a suspension of 2-methoxy-3-(2-amino-1-(R/S)hydroxyethyl)-5-ethyl-6-methylpyridine (345 mg, 1.64 mmol) in ethanol (5 mL) was added N-(carbethoxy)-phthalimide (373 mg, 1.70 mmol). The reaction was stirred for six hours as suspension dissolved. The solvent was evaporated and the viscous residue triturated with ethyl acetate/diethyl ether as product crystallized. By filtration 273 mg (49%) of pure product was collected, m.p. 134°-135° C. These mother liquors were flash chromatographed on silica ... Starting materials: C1(=CC=C(C=C1)S(=O)(=O)Cl)C (p-toluenesulfonyl chloride), C(C)(=O)OCC (ethyl acetate), O (water), ON1N=NC2=C1C=C(C=C2)[N+](=O)[O-] (1-hydroxy-6-nitro-1,2,3-benzotriazole). Solvent: [OH-].[Na+] (sodium hydroxide). The product is C1(=CC=C(C=C1)S(=O)(=O)ON1N=NC2=C1C=C(C=C2)[N+](=O)[O-])C (1-(p-toluenesulfonyl-oxy)-6-nitro-1,2,3-benzotriazole). Isolated yield 56.1%. Reaction SMILES: [OH:1][N:2]1[C:6]2[CH:7]=[C:8]([N+:11]([O-:13])=[O:12])[CH:9]=[CH:10][C:5]=2[N:4]=[N:3]1.[C:14]1([CH3:24])[CH:19]=[CH:18][C:17]([S:20](Cl)(=[O:22])=[O:21])=[CH:16][CH:15]=1.C(OCC)(=O)C.O>[OH-].[Na+]>[C:14]1([CH3:24])[CH:19]=[CH:18][C:17]([S:20]([O:1][N:2]2[C:6]3[CH:7]=[C:8]([N+:11]([O-:13])=[O:12])[CH:9]=[CH:10][C:5]=3[N:4]=[N:3]2)(=[O:22])=[O:21])=[CH:16][CH:15]=1 |f:4.5|. Reported procedure: In 1 N aqueous sodium hydroxide (45 ml) is dissolved 1-hydroxy-6-nitro-1,2,3-benzotriazole (7.2 g). To the solution is gradually added p-toluenesulfonyl chloride (7.7 g) with stirring under ice-cooling and further are added thereto ethyl acetate (100 ml) and water (50 ml) and the mixture is stirred for 1 hour. The ethyl acetate layer is separated, dried over magnesium sulfate-charcoal, and concentrated until it becomes about 30 ml. n-Hexane (about 50 ml) is added thereto and the mixture is allow... Reactants: CCCC[Sn](Cl)(CCCC)CCCC, C1CCOC1, CC12COC(c3ccco3)(OC1)OC2. The product is CCCC[Sn](CCCC)(CCCC)c1ccc(C23OCC(C)(CO2)CO3)o1. Reaction SMILES: [CH2:15]([CH2:16][CH2:17][CH3:18])[Sn:19]([CH2:20][CH2:21][CH2:22][CH3:23])([CH2:24][CH2:25][CH2:26][CH3:27])[Cl:28].[CH2:29]1[O:30][CH2:31][CH2:32][CH2:33]1.[CH3:1][C:2]12[CH2:3][O:4][C:5]([c:10]3[o:11][cH:12][cH:13][cH:14]3)([O:6][CH2:7]1)[O:8][CH2:9]2>>[CH3:1][C:2]12[CH2:3][O:4][C:5]([c:10]3[o:11][c:12]([Sn:19]([CH2:15][CH2:16][CH2:17][CH3:18])([CH2:20][CH2:21][CH2:22][CH3:23])[CH2:24][CH2:25][CH2:26][CH3:27])[cH:13][cH:14]3)([O:6][CH2:7]1)[O:8][CH2:9]2. The reactants are ClC1=NC=CC(=N1)N1C(OC[C@@H]1C(C)C)=O ((S)-3-(2-chloropyrimidin-4-yl)-4-isopropyloxazolidin-2-one), ClC1=CC=C(C=C1)C(C)N (1-(4-chlorophenyl)ethanamine). Solvent: CS(=O)C (DMSO), CCOC(=O)C (EtOAc). Yields the product ClC1=CC=C(C=C1)[C@@H](C)NC1=NC=CC(=N1)N1C(OC[C@@H]1C(C)C)=O ((S)-3-(2-((R)-1-(4-chlorophenyl)ethylamino)pyrimidin-4-yl)-4-isopropyloxazolidin-2-one), ClC1=CC=C(C=C1)[C@H](C)NC1=NC=CC(=N1)N1C(OC[C@@H]1C(C)C)=O ((S)-3-(2-((S)-1-(4-chlorophenyl)ethylamino)pyrimidin-4-yl)-4-isopropyloxazolidin-2-one). Reaction SMILES: Cl[C:2]1[N:7]=[C:6]([N:8]2[C@@H:12]([CH:13]([CH3:15])[CH3:14])[CH2:11][O:10][C:9]2=[O:16])[CH:5]=[CH:4][N:3]=1.[Cl:17][C:18]1[CH:23]=[CH:22][C:21]([CH:24]([NH2:26])[CH3:25])=[CH:20][CH:19]=1>CS(C)=O.CCOC(C)=O>[Cl:17][C:18]1[CH:23]=[CH:22][C:21]([C@H:24]([NH:26][C:2]2[N:7]=[C:6]([N:8]3[C@@H:12]([CH:13]([CH3:15])[CH3:14])[CH2:11][O:10][C:9]3=[O:16])[CH:5]=[CH:4][N:3]=2)[CH3:25])=[CH:20][CH:19]=1.[Cl:17][C:18]1[CH:23]=[CH:22][C:21]([C@@H:24]([NH:26][C:2]2[N:7]=[C:6]([N:8]3[C@@H:12]([CH:13]([CH3:15])[CH3:14])[CH2:11][O:10][C:9]3=[O:16])[CH:5]=[CH:4][N:3]=2)[CH3:25])=[CH:20][CH:19]=1. Procedure details: A solution of (S)-3-(2-chloropyrimidin-4-yl)-4-isopropyloxazolidin-2-one (96 mg, 0.40 mmol) and 1-(4-chlorophenyl)ethanamine (204 mg, 1.31 mmol, 3.3 equiv) in DMSO (1 mL) was heated at 110° C. for 3 h. The reaction mixture was diluted with EtOAc (8 mL) and washed with water (30 mL). After separation, the aqueous phase was extracted with EtOAc (3×8 mL). Combined organics were dried over Na2SO4, filtered and concentrated. Silica gel column chromatography (EtOAc/Heptane 10 to 50%) provided (S)-3-(2... Reactants: O.[OH-].[Li+] (lithium hydroxide monohydrate), ClC=1C=C2CN(CC2=CC1)C(C(CC(=O)OCC)C1=CC=C(C=C1)Cl)=O (ethyl 4-(5-chloro-2-isoindolinyl)-3-(4-chlorophenyl)-4-oxobutanoate). Solvent: O (water), CO (methanol). Reaction conditions: time 2 hour. Yields the product ClC=1C=C2CN(CC2=CC1)C(C(CC(=O)O)C1=CC=C(C=C1)Cl)=O (4-(5-chloro-2-isoindolinyl)-3-(4-chlorophenyl)-4-oxobutanoic acid). Yield: 94.2%. Reaction SMILES: O.[OH-].[Li+].[Cl:4][C:5]1[CH:6]=[C:7]2[C:11](=[CH:12][CH:13]=1)[CH2:10][N:9]([C:14](=[O:29])[CH:15]([C:22]1[CH:27]=[CH:26][C:25]([Cl:28])=[CH:24][CH:23]=1)[CH2:16][C:17]([O:19]CC)=[O:18])[CH2:8]2>O.CO>[Cl:4][C:5]1[CH:6]=[C:7]2[C:11](=[CH:12][CH:13]=1)[CH2:10][N:9]([C:14](=[O:29])[CH:15]([C:22]1[CH:23]=[CH:24][C:25]([Cl:28])=[CH:26][CH:27]=1)[CH2:16][C:17]([OH:19])=[O:18])[CH2:8]2 |f:0.1.2|. Reported procedure: With stirring at rt the solution of lithium hydroxide monohydrate (0.29 g) in water (1.5 ml) was added to the solution of ethyl 4-(5-chloro-2-isoindolinyl)-3-(4-chlorophenyl)-4-oxobutanoate (0.64 g) in methanol (10 ml). The cloudy solution was stirred at rt for 2 h. Then the methanol was removed by distillation and the residue was diluted with water (3 ml). With ice-cooling conc. HCl (1 ml) was added dropwise to the stirred solution. The precipitate formed is kept at 0° C. for 0.5 h and collecte... Starting materials: C1CCOC1, CC(=O)O, Cc1ccccc1, C[Si](C)(C)[N-][Si](C)(C)C, O=C(Cl)COC(CF)CF, [Li+], O=C1CCOCC1, O. The product is O=C1CCOCC1C(=O)COC(CF)CF. As a reaction SMILES: [CH2:18]1[O:19][CH2:20][CH2:21][CH2:22]1.[CH3:33][C:34](=[O:35])[OH:36].[CH3:37][c:38]1[cH:39][cH:40][cH:41][cH:42][cH:43]1.[CH3:9][Si:10]([N-:11][Si:12]([CH3:13])([CH3:14])[CH3:15])([CH3:16])[CH3:17].[F:23][CH2:24][CH:25]([CH2:26][F:27])[O:28][CH2:29][C:30](=[O:31])[Cl:32].[Li+:8].[O:1]1[CH2:2][CH2:3][C:4](=[O:7])[CH2:5][CH2:6]1.[OH2:44]>>[O:1]1[CH2:2][CH:3]([C:30]([CH2:29][O:28][CH:25]([CH2:24][F:23])[CH2:26][F:27])=[O:31])[C:4](=[O:7])[CH2:5][CH2:6]1. Reactants: [OH-].[K+] (potassium hydroxide), [C@@H]1(C[C@H]2[C@@H](CO2)O1)N1C(=O)NC(=O)C(C)=C1 (3', 5'-anhydrothymidine). The solvent is C(C)(C)O (Isopropanol), C(C)(C)O (isopropanol). Reaction conditions: temperature 50 celsius. The product is [C@@H]1(C=C[C@@H](CO)O1)N1C(=O)NC(=O)C(C)=C1 (2',3'-Didehydro-3'-deoxythymidine). Yield: 39.2%. RXN SMILES: [OH-].[K+].[C@@H:3]1([N:10]2[CH:18]=[C:16]([CH3:17])[C:14](=[O:15])[NH:13][C:11]2=[O:12])[O:9][C@@H:6]2[CH2:7][O:8][C@H:5]2[CH2:4]1>C(O)(C)C>[C@@H:3]1([N:10]2[CH:18]=[C:16]([CH3:17])[C:14](=[O:15])[NH:13][C:11]2=[O:12])[O:9][C@H:6]([CH2:7][OH:8])[CH:5]=[CH:4]1 |f:0.1|. Reported procedure: A five liter, three-necked flask was equipped with an overhead stirrer and paddle, a reflux condenser, a temperature probe, and a heating mantle. Isopropanol (1.25 L) and potassium hydroxide (198 g, 3.0 moles) were added to the flask and heated to 50° C. stirring. Then, 3', 5'-anhydrothymidine (168.2 g, 0.75 mole) was added portion-wise. The resulting solution was then heated at 78°-80° C. for 3.5 hours. The solution was cooled to 20°-25° C., diluted with isopropanol (1.75 L), then taken to pH 4... The reactants are NC=1C=C(C=CC1)N1C(C(NC=2C3=C(C=CC12)CCCC3)=O)=O (4-(3-Aminophenyl)-1,4,7,8,9,10-hexahydrobenzo[f]quinoxaline-2,3-dione), N1=CC=CC2=CC=CC(=C12)S(=O)(=O)Cl (8-quinolinesulfonyl chloride). Product: Cl.O=C1C(N(C=2C=CC3=C(C2N1)CCCC3)C=3C=C(C=CC3)NS(=O)(=O)C=3C=CC=C1C=CC=NC31)=O (N-[3-(2,3-Dioxo-2,3,7,8,9,10-hexahydro-1H-benzo[f]quinoxalin-4-yl)phenyl]-8-quinolinesulfonamide hydrochloride). Yield: 13.0%. As a reaction SMILES: [NH2:1][C:2]1[CH:3]=[C:4]([N:8]2[C:17]3[CH:16]=[CH:15][C:14]4[CH2:18][CH2:19][CH2:20][CH2:21][C:13]=4[C:12]=3[NH:11][C:10](=[O:22])[C:9]2=[O:23])[CH:5]=[CH:6][CH:7]=1.[N:24]1[C:33]2[C:28](=[CH:29][CH:30]=[CH:31][C:32]=2[S:34]([Cl:37])(=[O:36])=[O:35])[CH:27]=[CH:26][CH:25]=1>>[ClH:37].[O:22]=[C:10]1[NH:11][C:12]2[C:13]3[CH2:21][CH2:20][CH2:19][CH2:18][C:14]=3[CH:15]=[CH:16][C:17]=2[N:8]([C:4]2[CH:3]=[C:2]([NH:1][S:34]([C:32]3[CH:31]=[CH:30][CH:29]=[C:28]4[C:33]=3[N:24]=[CH:25][CH:26]=[CH:27]4)(=[O:35])=[O:36])[CH:7]=[CH:6][CH:5]=2)[C:9]1=[O:23] |f:2.3|. Procedure details: 4-(3-Aminophenyl)-1,4,7,8,9,10-hexahydrobenzo[f]quinoxaline-2,3-dione (30 mg, 0.097 mmol) and 8-quinolinesulfonyl chloride (33 mg, 0.146 mmol) were used in a process similar to Example 9 to give the titled compound (a pale yellow amorphous, 7 mg, yield 13%). Reactants: ClC1=CC=2C3=C(N(C2C=C1)CC(O)(C1=CC=C(C=C1)F)C1CCC1)CCN(C3)C (2-(8-Chloro-1,2,3,4-tetrahydro-2-methylpyrido[4,3-b]indol-5-yl)-1-cyclobutyl-1-(4-fluorophenyl)ethanol), [OH-].[K+] (KOH). Run in S(=O)(Cl)Cl (thionyl chloride), O (water). Run at time 3 hour. Yields the product ClC1=CC=2C3=C(N(C2C=C1)\C=C(\C1=CC=C(C=C1)F)/C1CCC1)CCN(C3)C ((E)-8-chloro-5-(2-cyclobutyl-2-(4-fluorophenyl)vinyl)-2-methyl-2,3,4,5-tetrahydro-1H-pyrido[4,3-b]indole). Reaction SMILES: [Cl:1][C:2]1[CH:10]=[CH:9][C:8]2[N:7]([CH2:11][C:12]([CH:21]3[CH2:24][CH2:23][CH2:22]3)([C:14]3[CH:19]=[CH:18][C:17]([F:20])=[CH:16][CH:15]=3)O)[C:6]3[CH2:25][CH2:26][N:27]([CH3:29])[CH2:28][C:5]=3[C:4]=2[CH:3]=1.[OH-].[K+]>S(Cl)(Cl)=O.O>[Cl:1][C:2]1[CH:10]=[CH:9][C:8]2[N:7](/[CH:11]=[C:12](\[CH:21]3[CH2:22][CH2:23][CH2:24]3)/[C:14]3[CH:19]=[CH:18][C:17]([F:20])=[CH:16][CH:15]=3)[C:6]3[CH2:25][CH2:26][N:27]([CH3:29])[CH2:28][C:5]=3[C:4]=2[CH:3]=1 |f:1.2|. Procedure: 2-(8-Chloro-1,2,3,4-tetrahydro-2-methylpyrido[4,3-b]indol-5-yl)-1-cyclobutyl-1-(4-fluorophenyl)ethanol (500 mg, 1.2 mmol) was dissolved in thionyl chloride (5 mL) and the solution was stirred at RT for 3 h. Excess thionyl chloride was removed under reduced pressure and the residue was dissolved in N-methyl-2-pyrrolidone (3 mL) and the solution was stirred for 5 min. at RT. Powdered KOH (637 mg, 11 mmol) was added and the reaction mixture was heated at 100° C. for 3 h. The reaction mixture was co... Reactants: COc1c(-c2ccc(C(=O)O)o2)cccc1[N+](=O)[O-], CCOC(C)=O, O=C[O-], [NH4+]. Yields the product COc1c(N)cccc1-c1ccc(C(=O)O)o1. As a reaction SMILES: [CH3:1][O:2][c:3]1[c:4](-[c:12]2[cH:13][cH:14][c:15]([C:17](=[O:18])[OH:19])[o:16]2)[cH:5][cH:6][cH:7][c:8]1[N+:9]([O-:10])=[O:11].[CH3:24][CH2:25][O:26][C:27](=[O:28])[CH3:29].[CH:20]([O-:21])=[O:22].[NH4+:23]>>[CH3:1][O:2][c:3]1[c:4](-[c:12]2[cH:13][cH:14][c:15]([C:17](=[O:18])[OH:19])[o:16]2)[cH:5][cH:6][cH:7][c:8]1[NH2:9].